describe an organic reaction: reactants, conditions, products, and yield From a dataset of the Open Reaction Database (ORD), a public repository of structured organic reaction records. Reactants: CCC(C)=O, O=C(Oc1ccc(Cl)cc1)N1CCC(C#CCCCCl)CC1, [I-], [Na+]. The product is O=C(Oc1ccc(Cl)cc1)N1CCC(C#CCCCI)CC1. As a reaction SMILES: [CH3:25][CH2:26][C:27](=[O:28])[CH3:29].[Cl:1][c:2]1[cH:3][cH:4][c:5]([O:8][C:9](=[O:10])[N:11]2[CH2:12][CH2:13][CH:14]([C:17]#[C:18][CH2:19][CH2:20][CH2:21][Cl:22])[CH2:15][CH2:16]2)[cH:6][cH:7]1.[I-:23].[Na+:24]>>[Cl:1][c:2]1[cH:3][cH:4][c:5]([O:8][C:9](=[O:10])[N:11]2[CH2:12][CH2:13][CH:14]([C:17]#[C:18][CH2:19][CH2:20][CH2:21][I:23])[CH2:15][CH2:16]2)[cH:6][cH:7]1.